This data is from the Open Reaction Database (ORD), a public repository of structured organic reaction records. The task is: describe an organic reaction: reactants, conditions, products, and yield The reactants are C=O (paraformaldehyde), COC([C@H](CC1=CC2=C(O[C@H](CO2)C2=CC=C(C=C2)OCC2=CC(=C(C=C2)Cl)Cl)C=C1)N[C@@H](CC)C1=CC=CC=C1)=O ((S)-3-{(S)-2-[4-(3,4-Dichloro-benzyloxy)-phenyl]-2,3-dihydro-benzo[1,4]dioxin-6-yl}-2-((S)-1-phenyl-propylamino)-propionic acid methyl ester), C=O (paraformaldehyde), FC(C(=O)O)(F)F (trifluoroacetic acid), C(=O)(O)[O-].[Na+] (NaHCO3). Solvent: O1CCOCC1 (dioxane). Conditions: time 12 hour. Yields the product COC(=O)[C@H]1N(CC=2C=C3C(=CC2C1)OC[C@@H](O3)C3=CC=C(C=C3)OCC3=CC(=C(C=C3)Cl)Cl)[C@@H](CC)C3=CC=CC=C3 ((3S,8S)-3-[4-(3,4-Dichloro-benzyloxy)-phenyl]-7-((S)-1-phenyl-propyl)-2,3,6,7,8,9-hexahydro-[1,4]dioxino[2,3-g]isoquinoline-8-carboxylic acid methyl ester). RXN SMILES: [CH3:1][O:2][C:3](=[O:42])[C@@H:4]([NH:32][C@H:33]([C:36]1[CH:41]=[CH:40][CH:39]=[CH:38][CH:37]=1)[CH2:34][CH3:35])[CH2:5][C:6]1[CH:31]=[CH:30][C:9]2[O:10][C@@H:11]([C:14]3[CH:19]=[CH:18][C:17]([O:20][CH2:21][C:22]4[CH:27]=[CH:26][C:25]([Cl:28])=[C:24]([Cl:29])[CH:23]=4)=[CH:16][CH:15]=3)[CH2:12][O:13][C:8]=2[CH:7]=1.C=O.F[C:46](F)(F)C(O)=O.C([O-])(O)=O.[Na+]>O1CCOCC1>[CH3:1][O:2][C:3]([C@@H:4]1[CH2:5][C:6]2[CH:7]=[C:8]3[O:13][CH2:12][C@H:11]([C:14]4[CH:15]=[CH:16][C:17]([O:20][CH2:21][C:22]5[CH:27]=[CH:26][C:25]([Cl:28])=[C:24]([Cl:29])[CH:23]=5)=[CH:18][CH:19]=4)[O:10][C:9]3=[CH:30][C:31]=2[CH2:46][N:32]1[C@H:33]([C:36]1[CH:37]=[CH:38][CH:39]=[CH:40][CH:41]=1)[CH2:34][CH3:35])=[O:42] |f:3.4|. Procedure details: (S)-3-{(S)-2-[4-(3,4-Dichloro-benzyloxy)-phenyl]-2,3-dihydro-benzo[1,4]dioxin-6-yl}-2-((S)-1-phenyl-propylamino)-propionic acid methyl ester (893 mg) was dissolved in 80 mL dry dioxane and 133 mg paraformaldehyde and 20 mL trifluoroacetic acid were added. The reaction stirred 12 h at rt, then 66 mg more paraformaldehyde was added while stirring at rt. After 3 h aqueous NaHCO3 was added until a pH of 7 was achieved, then the mixture was extracted with EtOAc. The organic extract was washed with br...